Task: describe an organic reaction: reactants, conditions, products, and yield. Dataset: the Open Reaction Database (ORD), a public repository of structured organic reaction records Reactants: FC(CCCCCCCCCCCCCCCNC1=CC=C(C(=O)O)C=C1)(F)F (4-[15-(trifluoromethyl)pentadecylamino]benzoic acid), C(C)(C)O (isopropyl alcohol), B(F)(F)F.CCOCC (boron trifluoride etherate), ice. The product is FC(CCCCCCCCCCCCCCCNC1=CC=C(C(=O)OC(C)C)C=C1)(F)F (Isopropyl 4-[15-(trifluoromethyl)pentadecylamino]benzoate). RXN SMILES: [F:1][C:2]([F:29])([F:28])[CH2:3][CH2:4][CH2:5][CH2:6][CH2:7][CH2:8][CH2:9][CH2:10][CH2:11][CH2:12][CH2:13][CH2:14][CH2:15][CH2:16][CH2:17][NH:18][C:19]1[CH:27]=[CH:26][C:22]([C:23]([OH:25])=[O:24])=[CH:21][CH:20]=1.B(F)(F)F.CCOCC.[CH:39](O)([CH3:41])[CH3:40]>>[F:1][C:2]([F:28])([F:29])[CH2:3][CH2:4][CH2:5][CH2:6][CH2:7][CH2:8][CH2:9][CH2:10][CH2:11][CH2:12][CH2:13][CH2:14][CH2:15][CH2:16][CH2:17][NH:18][C:19]1[CH:27]=[CH:26][C:22]([C:23]([O:25][CH:39]([CH3:41])[CH3:40])=[O:24])=[CH:21][CH:20]=1 |f:1.2|. Procedure details: A solution of 50.5 g of 4-[15-(trifluoromethyl)pentadecylamino]benzoic acid and 34.4 ml. of boron trifluoride etherate in 200 ml. of isopropyl alcohol is stirred under reflux for 44 hours, allowed to cool, and poured into 1.20 liters of ice cold 5% aqueous sodium carbonate solution. The white solid is collected by filtration and recrystallized from benzene-ethanol to yield the product as a white solid. Starting materials: BrC(C(=O)Cl)C1=CC=C(C=C1)F (2-bromo-2-(4-fluorophenyl)acetyl chloride), C(C=CC)NC1=CC(=CC=C1)C(F)(F)F (N-(2-butenyl)-N-(3-trifluoromethylphenyl)amine). Run in C1(=CC=CC=C1)C (toluene). Run at time 20 minute. Product: C(C=CC)N(C(C(C1=CC=C(C=C1)F)Br)=O)C1=CC(=CC=C1)C(F)(F)F (N-(2-butenyl)-N-(3-trifluoromethylphenyl)-2-bromo-2-(4-fluorophenyl)acetamide). RXN SMILES: [Br:1][CH:2]([C:6]1[CH:11]=[CH:10][C:9]([F:12])=[CH:8][CH:7]=1)[C:3](Cl)=[O:4].[CH2:13]([NH:17][C:18]1[CH:23]=[CH:22][CH:21]=[C:20]([C:24]([F:27])([F:26])[F:25])[CH:19]=1)[CH:14]=[CH:15][CH3:16]>C1(C)C=CC=CC=1>[CH2:13]([N:17]([C:18]1[CH:23]=[CH:22][CH:21]=[C:20]([C:24]([F:25])([F:26])[F:27])[CH:19]=1)[C:3](=[O:4])[CH:2]([Br:1])[C:6]1[CH:11]=[CH:10][C:9]([F:12])=[CH:8][CH:7]=1)[CH:14]=[CH:15][CH3:16]. Procedure: In 40 ml of toluene, 2.6 g of 2-bromo-2-(4-fluorophenyl)acetyl chloride were gradually added dropwise at 20°-30° C. under stirring to 2.2 g of N-(2-butenyl)-N-(3-trifluoromethylphenyl)amine. After the reaction mixture was stirred for further 20 minutes, the precipitated insoluble matter was filtered off and 50 ml of toluene were added. The resulting toluene solution was washed twice with a saturated aqueous solution of sodium bicarbonate and twice with saturated saline. The toluene solution was ...